From a dataset of the Open Reaction Database (ORD), a public repository of structured organic reaction records. describe an organic reaction: reactants, conditions, products, and yield The reactants are FC(S(=O)(=O)OC=1C(=CC(=C2C=CC=NC12)Cl)C(C)=O)(F)F (7-Acetyl-5-chloroquinolin-8-yl trifluoromethanesulfonate), Cl.N1C[C@H](CC1)NS(=O)(=O)C (N-[(3S)-pyrrolidin-3-yl]methanesulfonamide hydrochloride), C([O-])([O-])=O.[Cs+].[Cs+] (cesium carbonate), O1CCCC1 (tetrahydrofuran). The reagents and catalysts are C(C)(=O)[O-].[Pd+2].C(C)(=O)[O-] (palladium acetate), C1=CC=C(C=C1)P(C2=CC=CC=C2)C3=C(C4=CC=CC=C4C=C3)C5=C(C=CC6=CC=CC=C65)P(C7=CC=CC=C7)C8=CC=CC=C8 ((S)-(−)-2,2′-bis(diphenylphosphino)-1,1′-binaphthyl). The solvent is ClCCl (dichloromethane). Reaction conditions: temperature 65 celsius. Product: C(C)(=O)C1=CC(=C2C=CC=NC2=C1N1C[C@H](CC1)NS(=O)(=O)C)Cl (N-[(3S)-1-(7-Acetyl-5-chloroquinolin-8-yl)pyrrolidin-3-yl]methanesulfonamide). Yield: 40.2%. RXN SMILES: FC(F)(F)S(O[C:7]1[C:8]([C:18](=[O:20])[CH3:19])=[CH:9][C:10]([Cl:17])=[C:11]2[C:16]=1[N:15]=[CH:14][CH:13]=[CH:12]2)(=O)=O.Cl.[NH:24]1[CH2:28][CH2:27][C@H:26]([NH:29][S:30]([CH3:33])(=[O:32])=[O:31])[CH2:25]1.C(=O)([O-])[O-].[Cs+].[Cs+].O1CCCC1>ClCCl.C([O-])(=O)C.[Pd+2].C([O-])(=O)C.C1C=CC(P(C2C=CC3C(=CC=CC=3)C=2C2C3C(=CC=CC=3)C=CC=2P(C2C=CC=CC=2)C2C=CC=CC=2)C2C=CC=CC=2)=CC=1>[C:18]([C:8]1[C:7]([N:24]2[CH2:28][CH2:27][C@H:26]([NH:29][S:30]([CH3:33])(=[O:32])=[O:31])[CH2:25]2)=[C:16]2[C:11]([CH:12]=[CH:13][CH:14]=[N:15]2)=[C:10]([Cl:17])[CH:9]=1)(=[O:20])[CH3:19] |f:1.2,3.4.5,8.9.10|. Reported procedure: A stirred mixture of 7-acetyl-5-chloroquinolin-8-yl trifluoromethanesulfonate (0.17 g, 0.25 mmol, from Example 47, Step 2), N-[(3S)-pyrrolidin-3-yl]methanesulfonamide hydrochloride (0.062 g, 0.31 mmol), palladium acetate (1.1 mg, 0.0049 mmol), (S)-(−)-2,2′-bis(diphenylphosphino)-1,1′-binaphthyl (4.6 mg, 0.0074 mmol), and cesium carbonate (0.31 g, 0.94 mmol) in tetrahydrofuran (4 mL, 50 mmol) was heated at 65° C. overnight. The mixture was cooled, diluted with dichloromethane and filtered. The fi... Starting materials: CCCCC(=O)O, Cl, Cl, Cl, NC1CCC(CCN2CCN(c3nccc4c3OCC4)CC2)CC1. Product: CCCCC(=O)NC1CCC(CCN2CCN(c3nccc4c3OCC4)CC2)CC1. Reaction SMILES: [CH3:28][CH2:29][CH2:30][CH2:31][C:32]([OH:33])=[O:34].[ClH:1].[ClH:2].[ClH:3].[O:4]1[CH2:5][CH2:6][c:7]2[c:8]1[c:9]([N:13]1[CH2:14][CH2:15][N:16]([CH2:19][CH2:20][CH:21]3[CH2:22][CH2:23][CH:24]([NH2:27])[CH2:25][CH2:26]3)[CH2:17][CH2:18]1)[n:10][cH:11][cH:12]2>>[O:4]1[CH2:5][CH2:6][c:7]2[c:8]1[c:9]([N:13]1[CH2:14][CH2:15][N:16]([CH2:19][CH2:20][CH:21]3[CH2:22][CH2:23][CH:24]([NH:27][C:32]([CH2:31][CH2:30][CH2:29][CH3:28])=[O:33])[CH2:25][CH2:26]3)[CH2:17][CH2:18]1)[n:10][cH:11][cH:12]2.